Dataset: the Open Reaction Database (ORD), a public repository of structured organic reaction records. Task: describe an organic reaction: reactants, conditions, products, and yield The reactants are C=CC(=O)OC(C)(C)C, C[N+](C)(C)Cc1ccccc1, CC#N, [OH-], CC(C)c1nc(C(=O)N2CCOC3(CN(CCc4cccc(CCO)c4)C3)C2)cs1. RXN SMILES: [C:31]([CH:32]=[CH2:33])(=[O:34])[O:35][C:36]([CH3:37])([CH3:38])[CH3:39].[CH2:41]([N+:42]([CH3:43])([CH3:44])[CH3:45])[c:46]1[cH:47][cH:48][cH:49][cH:50][cH:51]1.[CH3:52][C:53]#[N:54].[OH-:40].[OH:1][CH2:2][CH2:3][c:4]1[cH:5][c:6]([CH2:7][CH2:8][N:9]2[CH2:10][C:11]3([CH2:12]2)[O:13][CH2:14][CH2:15][N:16]([C:18](=[O:19])[c:20]2[n:21][c:22]([CH:25]([CH3:26])[CH3:27])[s:23][cH:24]2)[CH2:17]3)[cH:28][cH:29][cH:30]1>>[O:1]([CH2:2][CH2:3][c:4]1[cH:5][c:6]([CH2:7][CH2:8][N:9]2[CH2:10][C:11]3([CH2:12]2)[O:13][CH2:14][CH2:15][N:16]([C:18](=[O:19])[c:20]2[n:21][c:22]([CH:25]([CH3:26])[CH3:27])[s:23][cH:24]2)[CH2:17]3)[cH:28][cH:29][cH:30]1)[CH2:33][CH2:32][C:31](=[O:34])[O:35][C:36]([CH3:37])([CH3:38])[CH3:39]. Yields the product CC(C)c1nc(C(=O)N2CCOC3(CN(CCc4cccc(CCOCCC(=O)OC(C)(C)C)c4)C3)C2)cs1. Reactants: C(=O)C1(CCOCC1)C1=CC(=C(C=C1)NC(=O)C=1NC=C(N1)C#N)N1CCC(CC1)C (4-cyano-1H-imidazole-2-carboxylic acid [4-(4-formyl-tetrahydro-pyran-4-yl)-2-(4-methyl-piperidin-1-yl)-phenyl]-amide), N1CCCC1 (pyrrolidine). The product is CC1CCN(CC1)C1=C(C=CC(=C1)C1(CCOCC1)CN1CCCC1)NC(=O)C=1NC=C(N1)C#N (4-Cyano-1H-imidazole-2-carboxylic acid [2-(4-methyl-piperidin-1-yl)-4-(4-pyrrolidin-1-ylmethyl-tetrahydro-pyran-4-yl)-phenyl]-amide). RXN SMILES: [CH:1]([C:3]1([C:9]2[CH:14]=[CH:13][C:12]([NH:15][C:16]([C:18]3[NH:19][CH:20]=[C:21]([C:23]#[N:24])[N:22]=3)=[O:17])=[C:11]([N:25]3[CH2:30][CH2:29][CH:28]([CH3:31])[CH2:27][CH2:26]3)[CH:10]=2)[CH2:8][CH2:7][O:6][CH2:5][CH2:4]1)=O.[NH:32]1[CH2:36][CH2:35][CH2:34][CH2:33]1>>[CH3:31][CH:28]1[CH2:27][CH2:26][N:25]([C:11]2[CH:10]=[C:9]([C:3]3([CH2:1][N:32]4[CH2:36][CH2:35][CH2:34][CH2:33]4)[CH2:4][CH2:5][O:6][CH2:7][CH2:8]3)[CH:14]=[CH:13][C:12]=2[NH:15][C:16]([C:18]2[NH:19][CH:20]=[C:21]([C:23]#[N:24])[N:22]=2)=[O:17])[CH2:30][CH2:29]1. Procedure details: The title compound is prepared by the procedure of Example 26, step (b) using 4-cyano-1H-imidazole-2-carboxylic acid [4-(4-formyl-tetrahydro-pyran-4-yl)-2-(4-methyl-piperidin-1-yl)-phenyl]-amide (as prepared in the previous step) and pyrrolidine. Starting materials: CC(C)(C)OC(=O)N1CCCC1, CN(C)CCN(C)C, CCOCC, [Li]C(C)CC, O=Cc1ccco1. The product is CC(C)(C)OC(=O)N1CCCC1C(O)c1ccco1. RXN SMILES: [C:1](=[O:2])([O:3][C:4]([CH3:5])([CH3:6])[CH3:7])[N:8]1[CH2:9][CH2:10][CH2:11][CH2:12]1.[CH3:13][N:14]([CH3:15])[CH2:16][CH2:17][N:18]([CH3:19])[CH3:20].[CH3:33][CH2:34][O:35][CH2:36][CH3:37].[CH:21]([Li:22])([CH2:23][CH3:24])[CH3:25].[o:26]1[c:27]([CH:31]=[O:32])[cH:28][cH:29][cH:30]1>>[C:1](=[O:2])([O:3][C:4]([CH3:5])([CH3:6])[CH3:7])[N:8]1[CH2:9][CH2:10][CH2:11][CH:12]1[CH:31]([c:27]1[o:26][cH:30][cH:29][cH:28]1)[OH:32].